From a dataset of the Open Reaction Database (ORD), a public repository of structured organic reaction records. describe an organic reaction: reactants, conditions, products, and yield The reactants are NCCC1CCC2=C1C=1N(C=C2)N=C(C1C(=O)OC)C1=CC=CC=C1 (Methyl 9-(2-aminoethyl)-2-phenyl-8,9-dihydro-7H-cyclopenta[c]pyrazolo[1,5-a]pyridine-1-carboxylate). The solvent is S(O)(O)(=O)=O (sulfuric acid), O (water), C(O)([O-])=O.[Na+] (sodium hydrogen carbonate). Conditions: temperature 100 celsius, time 3 day. Yields the product C1(=CC=CC=C1)C1=NN2C(C3=C(C=C2)CCC3CCN)=C1 (2-(2-phenyl-8,9-dihydro-7H-cyclopenta[c]pyrazolo[1,5-a]pyridin-9-yl)ethanamine). As a reaction SMILES: [NH2:1][CH2:2][CH2:3][CH:4]1[C:8]2[C:9]3[N:10]([N:13]=[C:14]([C:20]4[CH:25]=[CH:24][CH:23]=[CH:22][CH:21]=4)[C:15]=3C(OC)=O)[CH:11]=[CH:12][C:7]=2[CH2:6][CH2:5]1>S(=O)(=O)(O)O.O.C(=O)([O-])O.[Na+]>[C:20]1([C:14]2[CH:15]=[C:9]3[C:8]4[CH:4]([CH2:3][CH2:2][NH2:1])[CH2:5][CH2:6][C:7]=4[CH:12]=[CH:11][N:10]3[N:13]=2)[CH:21]=[CH:22][CH:23]=[CH:24][CH:25]=1 |f:3.4|. Reported procedure: Methyl 9-(2-aminoethyl)-2-phenyl-8,9-dihydro-7H-cyclopenta[c]pyrazolo[1,5-a]pyridine-1-carboxylate (295 mg, 0.881 mmol) was dissolved in 40% (v/v) sulfuric acid (6 mL), and the mixture was stirred at 100° C. for 3 days. The reaction solution was diluted with water and neutralized with sodium hydrogen carbonate, and the mixture was extracted with ethyl acetate. The extract was dried over anhydrous sodium sulfate. The solvent was evaporated under reduced pressure to give the title compound. The ob... Starting materials: ClC1=C(C=CC(=C1)Cl)C=1OC2=C(N1)C=C(C=C2)OC (2-(2,4-dichlorophenyl)-5-methoxybenzoxazole), B(Br)(Br)Br (BBr3). The solvent is ClCCl (dichloromethane), ClCCl (dichloromethane). Reaction conditions: time 48 hour. Product: ClC1=C(C=CC(=C1)Cl)C=1OC2=C(N1)C=C(C=C2)O (2-(2,4-dichlorophenyl)benzoxazol-5-ol). As a reaction SMILES: [Cl:1][C:2]1[CH:7]=[C:6]([Cl:8])[CH:5]=[CH:4][C:3]=1[C:9]1[O:10][C:11]2[CH:17]=[CH:16][C:15]([O:18]C)=[CH:14][C:12]=2[N:13]=1.B(Br)(Br)Br>ClCCl>[Cl:1][C:2]1[CH:7]=[C:6]([Cl:8])[CH:5]=[CH:4][C:3]=1[C:9]1[O:10][C:11]2[CH:17]=[CH:16][C:15]([OH:18])=[CH:14][C:12]=2[N:13]=1. Procedure details: 2-(2,4-dichlorophenyl)-5-methoxybenzoxazole (0.5 g, 1.7 mmol) was dissolved in 25 mL of dichloromethane. To the solution was added BBr3 (8 mmol) and the mixture was stirred at room temperature for 48 hours. The mixture was then diluted with 25 mL dichloromethane, and washed sequentially with saturated NaHCO3 (2×25 mL) and brine. The organic layer was separated, dried over MgSO4 and filtered. The solvent was removed, to provide 2-(2,4-dichlorophenyl)benzoxazol-5-ol, a compound of formula (g), whi...